This data is from the Open Reaction Database (ORD), a public repository of structured organic reaction records. The task is: describe an organic reaction: reactants, conditions, products, and yield Reactants: CN1N=C(C=C1OS(=O)(=O)C1=CC=C(C=C1)C)C1=CC=CC=C1 (toluene-4-sulfonic acid 2-methyl-5-phenyl-2H-pyrazol-3-yl ester), C#CCCCCC (1-heptyne). Run in CCCCCCC.C(Cl)Cl (heptane DCM). The product is C(#CCCCCC)C1=CC(=NN1C)C1=CC=CC=C1 (5-hept-1-ynyl-1-methyl-3-phenyl-1H-pyrazole). Reaction SMILES: [CH3:1][N:2]1[C:6](OS(C2C=CC(C)=CC=2)(=O)=O)=[CH:5][C:4]([C:18]2[CH:23]=[CH:22][CH:21]=[CH:20][CH:19]=2)=[N:3]1.[CH:24]#[C:25][CH2:26][CH2:27][CH2:28][CH2:29][CH3:30]>CCCCCCC.C(Cl)Cl>[C:24]([C:6]1[N:2]([CH3:1])[N:3]=[C:4]([C:18]2[CH:19]=[CH:20][CH:21]=[CH:22][CH:23]=2)[CH:5]=1)#[C:25][CH2:26][CH2:27][CH2:28][CH2:29][CH3:30] |f:2.3|. Reported procedure: This product was prepared from toluene-4-sulfonic acid 2-methyl-5-phenyl-2H-pyrazol-3-yl ester and 1-heptyne following the general procedure for the Sonogashira cross-coupling reaction described above. Chromatography eluent: heptane/DCM 1:1; yield (120 mg, 95%); 1H NMR δ (CDCl3): 7.78 (d, J=8.20 Hz, 2H), 7.42-7.33 (t, J=8.05 Hz, 2H), 7.32 (m, 1H), 6.62 (s, 1H), 3.93 (s, 3H), 2.48 (t, J=7.25 Hz, 2H), 1.65 (p, J=7.18 Hz, 2H), 1.5-1.32 (m, 4H), 0.94 (t, J=7.22 Hz, 3H); LCMS m/z: 252. Reactants: CS(=O)(=O)CN1C=CC=2C=NC(=CC21)NC(OC(C)(C)C)=O (tert-butyl 1-(methylsulfonylmethyl)-1H-pyrrolo[3,2-c]pyridin-6-ylcarbamate), ClC(=O)C1=CC=C(C(=O)OC)C=C1 (methyl 4-(chlorocarbonyl)benzoate), N1=CC=CC=C1 (pyridine). The solvent is Cl (HCl), O1CCOCC1 (dioxane). Run at temperature 50 celsius, time 3 hour. Product: CS(=O)(=O)CN1C=CC=2C=NC(=CC21)NC(=O)C2=CC=C(C(=O)OC)C=C2 (methyl 4-(1-(methylsulfonylmethyl)-1H-pyrrolo[3,2-c]pyridin-6-ylcarbamoyl)benzoate). Yield: 30.8%. Reaction SMILES: [CH3:1][S:2]([CH2:5][N:6]1[C:14]2[CH:13]=[C:12]([NH:15][C:16](=[O:22])OC(C)(C)C)[N:11]=[CH:10][C:9]=2[CH:8]=[CH:7]1)(=[O:4])=[O:3].N1C=CC=CC=1.ClC([C:32]1[CH:41]=[CH:40][C:35]([C:36]([O:38][CH3:39])=[O:37])=[CH:34][CH:33]=1)=O>Cl.O1CCOCC1>[CH3:1][S:2]([CH2:5][N:6]1[C:14]2[CH:13]=[C:12]([NH:15][C:16]([C:32]3[CH:41]=[CH:40][C:35]([C:36]([O:38][CH3:39])=[O:37])=[CH:34][CH:33]=3)=[O:22])[N:11]=[CH:10][C:9]=2[CH:8]=[CH:7]1)(=[O:3])=[O:4]. Procedure details: A mixture of tert-butyl 1-(methylsulfonylmethyl)-1H-pyrrolo[3,2-c]pyridin-6-ylcarbamate (8D, 420 mg, 1.3 mmol) in 4M HCl in dioxane (3 ml) was stirred at 50° C. for 3 h. The mixture was concentrated in vacuo and the resulting residue was dissolved in pyridine (3 ml, 37.1 mmol). To the mixture, methyl 4-(chlorocarbonyl)benzoate (385 mg, 1.936 mmol) was added and stirred at room temperature for 3 h. The mixture was extracted with EtOAc/H2O. The organic layer was washed with brine, dried over MgSO4... Reactants: COC1=C(C=CC=C1)N1CCNCC1 (1-(2-methoxyphenyl)piperazine), C=O (formaldehyde), NC=1N(N(C(C1)=O)C1=CC=CC=C1)C (3-amino-2-methyl-1-phenyl-3-pyrazolin-5-one). Run in industrial methylated spirit, industrial methylated spirit. Reaction conditions: time 18 hour. Yields the product O.NC=1N(N(C(C1CN1CCN(CC1)C1=C(C=CC=C1)OC)=O)C1=CC=CC=C1)C (3-amino-4-[4-(2-methoxyphenyl)piperazin-1-ylmethyl]-2-methyl-1-phenyl-3-pyrazolin-5-one monohydrate). RXN SMILES: [CH3:1][O:2][C:3]1[CH:8]=[CH:7][CH:6]=[CH:5][C:4]=1[N:9]1[CH2:14][CH2:13][NH:12][CH2:11][CH2:10]1.[CH2:15]=O.[NH2:17][C:18]1[N:19]([CH3:30])[N:20]([C:24]2[CH:29]=[CH:28][CH:27]=[CH:26][CH:25]=2)[C:21](=[O:23])[CH:22]=1>>[OH2:2].[NH2:17][C:18]1[N:19]([CH3:30])[N:20]([C:24]2[CH:25]=[CH:26][CH:27]=[CH:28][CH:29]=2)[C:21](=[O:23])[C:22]=1[CH2:15][N:12]1[CH2:13][CH2:14][N:9]([C:4]2[CH:5]=[CH:6][CH:7]=[CH:8][C:3]=2[O:2][CH3:1])[CH2:10][CH2:11]1 |f:3.4|. Procedure: A mixture of 1-(2-methoxyphenyl)piperazine (2.16 g), 37-40% aqueous formaldehyde solution (0.8 ml) and industrial methylated spirit (27 ml) was stirred at ambient temperature under nitrogen for 18 hours, then a slurry of 3-amino-2-methyl-1-phenyl-3-pyrazolin-5-one (2.14 g) in industrial methylated spirit (54 ml) was added in one portion. The stirred mixture was heated under reflux for 24 hours, allowed to cool to ambient temperature, and the resulting solid was collected by filtration, washed wi... Starting materials: C=CCC(C)=CCC(O[Si](C)(C)C(C)(C)C)C(=O)N(C)OC, C1CCOC1, C[Mg]Cl. Product: C=CCC(C)=CCC(O[Si](C)(C)C(C)(C)C)C(C)=O. RXN SMILES: [C:1]([CH3:2])([CH3:3])([CH3:4])[Si:5]([O:6][CH:7]([C:8](=[O:9])[N:10]([O:11][CH3:12])[CH3:13])[CH2:14][CH:15]=[C:16]([CH2:17][CH:18]=[CH2:19])[CH3:20])([CH3:21])[CH3:22].[CH2:26]1[O:27][CH2:28][CH2:29][CH2:30]1.[CH3:23][Mg:24][Cl:25]>>[C:1]([CH3:2])([CH3:3])([CH3:4])[Si:5]([O:6][CH:7]([C:8](=[O:9])[CH3:23])[CH2:14][CH:15]=[C:16]([CH2:17][CH:18]=[CH2:19])[CH3:20])([CH3:21])[CH3:22]. Starting materials: C(=O)(O)[O-].[Na+] (NaHCO3), B.O1CCCC1 (borane tetrahydrofuran), IC1=CC=C(C=C1)N1C(CCC1)=O (1-(4-iodophenyl)pyrrolidin-2-one), Cl (HCl). The solvent is C1CCOC1 (THF). Conditions: temperature 70 celsius, time 3 hour. Yields the product IC1=CC=C(C=C1)N1CCCC1 (1-(4-iodophenyl)pyrrolidine). Isolated yield 100.3%. Reaction SMILES: B.O1CCCC1.[I:7][C:8]1[CH:13]=[CH:12][C:11]([N:14]2[CH2:18][CH2:17][CH2:16][C:15]2=O)=[CH:10][CH:9]=1.Cl.C([O-])(O)=O.[Na+]>C1COCC1>[I:7][C:8]1[CH:9]=[CH:10][C:11]([N:14]2[CH2:18][CH2:17][CH2:16][CH2:15]2)=[CH:12][CH:13]=1 |f:0.1,4.5|. Reported procedure: A mixture of borane-tetrahydrofuran complex (1.2 M in THF, 5.81 mL) and 1-(4-iodophenyl)pyrrolidin-2-one (1.00 g) in THF (dry) (20 mL) was stirred at 70° C. under N2 for 3 hr. The mixture was poured into 1N HCl aq., sat.NaHCO3 aq. was added and the mixture was extracted with EtOAc. The organic layer was separated, washed with brine, dried over anhydrous magnesium sulfate and concentrated in vacuo to give the title compound (0.954 g) as a white solid. The reactants are IC(C)C (2-iodopropane), N=1NN=C(C1)C(=O)OCC (ethyl 2H-1,2,3-triazole-4-carboxylate), C([O-])([O-])=O.[K+].[K+] (potassium carbonate), IC(C)C (2-iodopropane). The solvent is C(C)#N (acetonitrile). Reaction conditions: temperature 55 celsius, time 2 hour. Product: CC(C)N1N=NC=C1C(=O)OCC (Ethyl 1-(1-methylethyl)-1H-1,2,3-triazole-5-carboxylate). As a reaction SMILES: [N:1]1[NH:2][N:3]=[C:4]([C:6]([O:8][CH2:9][CH3:10])=[O:7])[CH:5]=1.C(=O)([O-])[O-].[K+].[K+].I[CH:18]([CH3:20])[CH3:19]>C(#N)C>[CH3:19][CH:18]([N:3]1[C:4]([C:6]([O:8][CH2:9][CH3:10])=[O:7])=[CH:5][N:1]=[N:2]1)[CH3:20] |f:1.2.3|. Procedure: A mixture of ethyl 2H-1,2,3-triazole-4-carboxylate (1.5 g), potassium carbonate (2.64 g) and 2-iodopropane (1.91 ml) in dry acetonitrile (30 ml) was stirred at 50-60° C. under nitrogen for 2 h. Further 2-iodopropane (0.955 ml) was added and the mixture was stirred at 50-60° C. under nitrogen for 1.5 h. The mixture was cooled to room temperature and allowed to stand for 4 days. The mixture was filtered through a 2 g silica SPE column eluting with ethyl acetate. The solution was concentrated in va...